This data is from the Open Reaction Database (ORD), a public repository of structured organic reaction records. The task is: describe an organic reaction: reactants, conditions, products, and yield The reactants are C(C)SCC (Diethyl sulphide), C(CCCCCCCCCCCCCCCCCCCCC)I (docosyl iodide). The product is [I-].C(C)[S+](CCCCCCCCCCCCCCCCCCCCCC)CC (diethyldocosylsulphonium iodide). As a reaction SMILES: [CH2:1]([S:3][CH2:4][CH3:5])[CH3:2].[CH2:6]([I:28])[CH2:7][CH2:8][CH2:9][CH2:10][CH2:11][CH2:12][CH2:13][CH2:14][CH2:15][CH2:16][CH2:17][CH2:18][CH2:19][CH2:20][CH2:21][CH2:22][CH2:23][CH2:24][CH2:25][CH2:26][CH3:27]>>[I-:28].[CH2:1]([S+:3]([CH2:4][CH3:5])[CH2:6][CH2:7][CH2:8][CH2:9][CH2:10][CH2:11][CH2:12][CH2:13][CH2:14][CH2:15][CH2:16][CH2:17][CH2:18][CH2:19][CH2:20][CH2:21][CH2:22][CH2:23][CH2:24][CH2:25][CH2:26][CH3:27])[CH3:2] |f:2.3|. Procedure: Diethyl sulphide is quaternized by docosyl iodide in order to obtain diethyldocosylsulphonium iodide. This iodide is then placed in an alcoholic solution with an equivalent of the TCNQ lithium salt. This gives crystals, which are recrystallized in alcohol. These crystals are constituted by the simple tetracyanoquinodimethane diethyl docosyl sulphonium salt of formula: ##STR4## The product is CCCCCCCCCCCP(=O)(c1ccccc1)c1ccccc1. As a reaction SMILES: [Br-:1].[CH2:2]([CH2:3][CH2:4][CH2:5][CH2:6][CH2:7][CH2:8][CH2:9][CH2:10][CH2:11][CH3:12])[P+:13]([c:14]1[cH:15][cH:16][cH:17][cH:18][cH:19]1)([c:20]1[cH:21][cH:22][cH:23][cH:24][cH:25]1)[c:26]1[cH:27][cH:28][cH:29][cH:30][cH:31]1.[CH3:34][OH:35].[Na+:33].[OH-:32]>>[CH2:2]([CH2:3][CH2:4][CH2:5][CH2:6][CH2:7][CH2:8][CH2:9][CH2:10][CH2:11][CH3:12])[P:13]([c:14]1[cH:15][cH:16][cH:17][cH:18][cH:19]1)([c:20]1[cH:21][cH:22][cH:23][cH:24][cH:25]1)=[O:32]. Reactants: [Br-], CCCCCCCCCCC[P+](c1ccccc1)(c1ccccc1)c1ccccc1, CO, [Na+], [OH-]. Yields the product Cn1ccnc1CNCc1ncc[nH]1. As a reaction SMILES: [BH4-:23].[CH3:1][n:2]1[c:3]([CH2:7][NH2:8])[n:4][cH:5][cH:6]1.[CH3:25][OH:26].[CH:9]([O:10][CH3:11])([O:12][CH3:13])[O:14][CH3:15].[Na+:24].[nH:16]1[c:17]([CH:21]=[O:22])[n:18][cH:19][cH:20]1>>[CH3:1][n:2]1[c:3]([CH2:7][NH:8][CH2:21][c:17]2[nH:16][cH:20][cH:19][n:18]2)[n:4][cH:5][cH:6]1. Reactants: [BH4-], Cn1ccnc1CN, CO, COC(OC)OC, [Na+], O=Cc1ncc[nH]1. Reactants: Cl.CC1=NC=C(C(=C1O)CO)C=C (2-methyl-3-hydroxy-4-hydroxymethyl-5-vinylpyridine hydrochloride), S(=O)(Cl)Cl (thionyl chloride). Solvent: O1CCCC1 (tetrahydrofuran). The product is Cl.CC1=NC=C(C(=C1O)CCl)C=C (2-methyl-3-hydroxy-4-chloromethyl-5-vinyl pyridine hydrochloride). As a reaction SMILES: [ClH:1].[CH3:2][C:3]1[C:8]([OH:9])=[C:7]([CH2:10]O)[C:6]([CH:12]=[CH2:13])=[CH:5][N:4]=1.S(Cl)([Cl:16])=O>O1CCCC1>[ClH:16].[CH3:2][C:3]1[C:8]([OH:9])=[C:7]([CH2:10][Cl:1])[C:6]([CH:12]=[CH2:13])=[CH:5][N:4]=1 |f:0.1,4.5|. Procedure: A mixture of 1.65 g. of 2-methyl-3-hydroxy-4-hydroxymethyl-5-vinylpyridine hydrochloride, 1 ml. of thionyl chloride and 20 ml. of tetrahydrofuran is refluxed 6 hours. After cooling, the precipitate is collected on a filter, washed with ether and dried to give 2-methyl-3-hydroxy-4-chloromethyl-5-vinyl pyridine hydrochloride.